Dataset: the Open Reaction Database (ORD), a public repository of structured organic reaction records. Task: describe an organic reaction: reactants, conditions, products, and yield The reactants are F[B-](F)(F)F, CCOC(=O)c1cc2cc(C(=O)O)ccc2[nH]1, CN(C)C=O, CCN(C(C)C)C(C)C, C1CC(N2CCOCC2)CCN1, CN(C)C(On1nnc2ccccc21)=[N+](C)C. Yields the product CCOC(=O)c1cc2cc(C(=O)N3CCC(N4CCOCC4)CC3)ccc2[nH]1. RXN SMILES: [B-:18]([F:19])([F:20])([F:21])[F:22].[CH3:1][CH2:2][O:3][C:4](=[O:5])[c:6]1[nH:7][c:8]2[cH:9][cH:10][c:11]([C:15](=[O:16])[OH:17])[cH:12][c:13]2[cH:14]1.[CH3:61][N:62]([CH3:63])[CH:64]=[O:65].[CH:52]([N:53]([CH2:54][CH3:55])[CH:56]([CH3:57])[CH3:58])([CH3:59])[CH3:60].[NH:40]1[CH2:41][CH2:42][CH:43]([N:46]2[CH2:47][CH2:48][O:49][CH2:50][CH2:51]2)[CH2:44][CH2:45]1.[n:23]1([O:24][C:25]([N:26]([CH3:27])[CH3:28])=[N+:29]([CH3:30])[CH3:31])[c:32]2[cH:33][cH:34][cH:35][cH:36][c:37]2[n:38][n:39]1>>[CH3:1][CH2:2][O:3][C:4](=[O:5])[c:6]1[nH:7][c:8]2[cH:9][cH:10][c:11]([C:15](=[O:17])[N:40]3[CH2:41][CH2:42][CH:43]([N:46]4[CH2:47][CH2:48][O:49][CH2:50][CH2:51]4)[CH2:44][CH2:45]3)[cH:12][c:13]2[cH:14]1.